From a dataset of the Open Reaction Database (ORD), a public repository of structured organic reaction records. describe an organic reaction: reactants, conditions, products, and yield The reactants are COC(=O)CC(=O)O, [Cl-], O=C(Cc1ccc(Cl)c(Cl)c1)N1CCNC2CCCC(N3CCCC3)C21, ClCCl. Yields the product COC(=O)CC(=O)N1CCN(C(=O)Cc2ccc(Cl)c(Cl)c2)C2C(N3CCCC3)CCCC21. As a reaction SMILES: [CH3:28][O:29][C:30]([CH2:31][C:32](=[O:33])[OH:34])=[O:35].[Cl-:27].[Cl:1][c:2]1[cH:3][c:4]([CH2:9][C:10](=[O:11])[N:12]2[CH2:13][CH2:14][NH:15][CH:16]3[CH2:17][CH2:18][CH2:19][CH:20]([N:22]4[CH2:23][CH2:24][CH2:25][CH2:26]4)[CH:21]23)[cH:5][cH:6][c:7]1[Cl:8].[Cl:36][CH2:37][Cl:38]>>[Cl:1][c:2]1[cH:3][c:4]([CH2:9][C:10](=[O:11])[N:12]2[CH2:13][CH2:14][N:15]([C:32]([CH2:31][C:30]([O:29][CH3:28])=[O:35])=[O:33])[CH:16]3[CH2:17][CH2:18][CH2:19][CH:20]([N:22]4[CH2:23][CH2:24][CH2:25][CH2:26]4)[CH:21]23)[cH:5][cH:6][c:7]1[Cl:8]. The reactants are C(C)OC=1C=C(C=CC1OC)C(CCNO)N1CC2=CC=CC(=C2C1=O)NC(C)=O (N-{2-[1-(3-ethoxy-4-methoxy-phenyl)-3-hydroxyamino-propyl]-3-oxo-2,3-dihydro-1H-isoindol-4-yl}-acetamide), C(=O)OCC(F)(F)F (2,2,2-trifluoroethyl formate). Solvent: C1CCOC1 (THF). The product is C(C)OC=1C=C(C=CC1OC)[C@@H](CCN(O)C=O)N1CC2=CC=CC(=C2C1=O)NC(C)=O ((1R)—N-{2-[1-(3-Ethoxy-4-methoxy-phenyl)-3-(N-formyl-N-hydroxy-amino)-propyl]-3-oxo-2,3-dihydro-1H-isoindol-4-yl}-acetamide), solid. Isolated yield 64.0%. RXN SMILES: [CH2:1]([O:3][C:4]1[CH:5]=[C:6]([CH:12]([N:17]2[C:25](=[O:26])[C:24]3[C:19](=[CH:20][CH:21]=[CH:22][C:23]=3[NH:27][C:28](=[O:30])[CH3:29])[CH2:18]2)[CH2:13][CH2:14][NH:15][OH:16])[CH:7]=[CH:8][C:9]=1[O:10][CH3:11])[CH3:2].[CH:31](OCC(F)(F)F)=[O:32]>C1COCC1>[CH2:1]([O:3][C:4]1[CH:5]=[C:6]([C@H:12]([N:17]2[C:25](=[O:26])[C:24]3[C:19](=[CH:20][CH:21]=[CH:22][C:23]=3[NH:27][C:28](=[O:30])[CH3:29])[CH2:18]2)[CH2:13][CH2:14][N:15]([CH:31]=[O:32])[OH:16])[CH:7]=[CH:8][C:9]=1[O:10][CH3:11])[CH3:2]. Procedure: (1R)—N-{2-[1-(3-Ethoxy-4-methoxy-phenyl)-3-(N-formyl-N-hydroxy-amino)-propyl]-3-oxo-2,3-dihydro-1H-isoindol-4-yl}-acetamide was prepared by the procedure of Example 7 from N-{2-[1-(3-ethoxy-4-methoxy-phenyl)-3-hydroxyamino-propyl]-3-oxo-2,3-dihydro-1H-isoindol-4-yl}-acetamide (0.7 g, 1.7 mmol) and 2,2,2-trifluoroethyl formate (2.2 g, 17 mmol) in THF (10 mL) to give a white solid (480 mg, 64% yield): mp: 79-81° C. 1H NMR (DMSO-d6) δ 1.31 (t, J=7 Hz, 3H, CH3), 1.99 (s, 3H, CH3), 2.32-2.42 (m, 2H, ...